This data is from the Open Reaction Database (ORD), a public repository of structured organic reaction records. The task is: describe an organic reaction: reactants, conditions, products, and yield Reactants: [OH-].[K+] (potassium hydroxide), ClC=1N=C(C2=C(N1)C=CC(=N2)CN2CCN(CC2)C(C(=O)N)(C)C)N2CCOCC2 (2-(4-((2-Chloro-4-morpholinopyrido[3,2-d]pyrimidin-6-yl)methyl)piperazin-1-yl)-2-methylpropanamide), C1(=CC=CC=C1)S(=O)(=O)N1C=C(C2=CC=CC=C12)B(O)O (1-(phenylsulfonyl)-3-indoleboronic acid). Product: N1C=C(C2=CC=CC=C12)C=1N=C(C2=C(N1)C=CC(=N2)CN2CCN(CC2)C(C(=O)N)(C)C)N2CCOCC2 (2-(4-((2-(1H-indol-3-yl)-4-morpholinopyrido[3,2-d]pyrimidin-6-yl)methyl)piperazin-1-yl)-2-methylpropanamide). Reaction SMILES: Cl[C:2]1[N:3]=[C:4]([N:25]2[CH2:30][CH2:29][O:28][CH2:27][CH2:26]2)[C:5]2[N:11]=[C:10]([CH2:12][N:13]3[CH2:18][CH2:17][N:16]([C:19]([CH3:24])([CH3:23])[C:20]([NH2:22])=[O:21])[CH2:15][CH2:14]3)[CH:9]=[CH:8][C:6]=2[N:7]=1.C1(S([N:40]2[C:48]3[C:43](=[CH:44][CH:45]=[CH:46][CH:47]=3)[C:42](B(O)O)=[CH:41]2)(=O)=O)C=CC=CC=1.[OH-].[K+]>>[NH:40]1[C:48]2[C:43](=[CH:44][CH:45]=[CH:46][CH:47]=2)[C:42]([C:2]2[N:3]=[C:4]([N:25]3[CH2:30][CH2:29][O:28][CH2:27][CH2:26]3)[C:5]3[N:11]=[C:10]([CH2:12][N:13]4[CH2:18][CH2:17][N:16]([C:19]([CH3:24])([CH3:23])[C:20]([NH2:22])=[O:21])[CH2:15][CH2:14]4)[CH:9]=[CH:8][C:6]=3[N:7]=2)=[CH:41]1 |f:2.3|. Procedure: 2-(4-((2-Chloro-4-morpholinopyrido[3,2-d]pyrimidin-6-yl)methyl)piperazin-1-yl)-2-methylpropanamide from Example 121 (115 mg) was reacted with 1-(phenylsulfonyl)-3-indoleboronic acid via General Procedure A to yield 31.8 mg 123 following phenylsulfonyl group deprotection with aqueous potassium hydroxide at 50° C. for 2 hours then reverse phase HPLC purification. MS (Q1) 515.3 (M)+ The reactants are CS(C)=O, C(=NC1CCCCC1)=NC1CCCCC1, CC1(C)NC(=O)CN1C(=O)CN, C1CCOC1, O, O=C(O)CN1CC(O)CC1=O. Product: CC1(C)NC(=O)CN1C(=O)CNC(=O)CN1CC(O)CC1=O. RXN SMILES: [CH3:39][S:40]([CH3:41])=[O:42].[CH:24]1([N:25]=[C:26]=[N:27][CH:28]2[CH2:29][CH2:30][CH2:31][CH2:32][CH2:33]2)[CH2:34][CH2:35][CH2:36][CH2:37][CH2:38]1.[NH2:12][CH2:13][C:14](=[O:15])[N:16]1[C:17]([CH3:22])([CH3:23])[NH:18][C:19](=[O:21])[CH2:20]1.[O:43]1[CH2:44][CH2:45][CH2:46][CH2:47]1.[OH2:48].[OH:1][CH:2]1[CH2:3][C:4](=[O:11])[N:5]([CH2:7][C:8](=[O:9])[OH:10])[CH2:6]1>>[OH:1][CH:2]1[CH2:3][C:4](=[O:11])[N:5]([CH2:7][C:8](=[O:10])[NH:12][CH2:13][C:14](=[O:15])[N:16]2[C:17]([CH3:22])([CH3:23])[NH:18][C:19](=[O:21])[CH2:20]2)[CH2:6]1. Starting materials: C(C)(C)(C)OC(N[C@H]1CNC2=C(N(C1=O)C)C=CC=C2)=O ((S)-(1-methyl-2-oxo-2,3,4,5-tetrahydro-1H-benzo[b][1,4]diazepin-3-yl)-carbamic acid tert-butyl ester), solid, C(=O)=O (carbon dioxide), BrCC1CC1 (bromomethyl-cyclopropane), C([O-])([O-])=O.[Cs+].[Cs+] (cesium carbonate). Solvent: CN(C=O)C (N,N-dimethylformamide). Reaction conditions: temperature 80 celsius. Yields the product C1(CC1)COC(=O)N1C2=C(N(C([C@H](C1)NC(=O)OC(C)(C)C)=O)C)C=CC=C2 ((S)-3-tert-butoxycarbonylamino-5-methyl-4-oxo-2,3,4,5-tetrahydro-benzo[b][1,4]diazepine-1-carboxylic acid cyclopropylmethyl ester). Isolated yield 87.0%. As a reaction SMILES: [C:1]([O:5][C:6](=[O:21])[NH:7][C@@H:8]1[C:14](=[O:15])[N:13]([CH3:16])[C:12]2[CH:17]=[CH:18][CH:19]=[CH:20][C:11]=2[NH:10][CH2:9]1)([CH3:4])([CH3:3])[CH3:2].[C:22](=[O:24])=[O:23].Br[CH2:26][CH:27]1[CH2:29][CH2:28]1.C(=O)([O-])[O-].[Cs+].[Cs+]>CN(C)C=O>[CH:27]1([CH2:26][O:23][C:22]([N:10]2[CH2:9][C@H:8]([NH:7][C:6]([O:5][C:1]([CH3:4])([CH3:2])[CH3:3])=[O:21])[C:14](=[O:15])[N:13]([CH3:16])[C:12]3[CH:17]=[CH:18][CH:19]=[CH:20][C:11]2=3)=[O:24])[CH2:29][CH2:28]1 |f:3.4.5|. Reported procedure: A solution of 350 mg (1.2 mmol) of (S)-(1-methyl-2-oxo-2,3,4,5-tetrahydro-1H-benzo[b][1,4]diazepin-3-yl)-carbamic acid tert-butyl ester [Example 103a] in 10 ml of N,N-dimethylformamide was treated successively with about 1 g of solid carbon dioxide, 237 mg (1.7 mmol) of bromomethyl-cyclopropane, and 626 mg (1.9 mmol) of cesium carbonate. The reaction mixture was stirred in a sealed flask at 80° C. during the weekend. For the working-up, the solvent was evaporated under reduced pressure and the r... Reactants: CC(=O)OCc1cccc(NC(=O)c2nc(C)sc2Nc2cccnc2)n1, CO, Cl, [Na+], [OH-], O. The product is Cc1nc(C(=O)Nc2cccc(CO)n2)c(Nc2cccnc2)s1. RXN SMILES: [CH3:1][c:2]1[s:3][c:4]([NH:21][c:22]2[cH:23][n:24][cH:25][cH:26][cH:27]2)[c:5]([C:7](=[O:8])[NH:9][c:10]2[cH:11][cH:12][cH:13][c:14]([CH2:16][O:17][C:18](=[O:19])[CH3:20])[n:15]2)[n:6]1.[CH3:32][OH:33].[ClH:31].[Na+:29].[OH-:28].[OH2:30]>>[CH3:1][c:2]1[s:3][c:4]([NH:21][c:22]2[cH:23][n:24][cH:25][cH:26][cH:27]2)[c:5]([C:7](=[O:8])[NH:9][c:10]2[cH:11][cH:12][cH:13][c:14]([CH2:16][OH:17])[n:15]2)[n:6]1. Solvent: C(Cl)Cl (methylene chloride), O (water). The reactants are C(C1=CC=CC=C1)N(C(=O)NC1=C(C(=CC=C1)Cl)OC)CCCC (1-benzyl-1-(n-butyl)-3-(2-methoxy-3-chlorophenyl)urea), B(Br)(Br)Br (boron tribromide). RXN SMILES: [CH2:1]([N:8]([CH2:21][CH2:22][CH2:23][CH3:24])[C:9]([NH:11][C:12]1[CH:17]=[CH:16][CH:15]=[C:14]([Cl:18])[C:13]=1[O:19]C)=[O:10])[C:2]1[CH:7]=[CH:6][CH:5]=[CH:4][CH:3]=1.B(Br)(Br)Br>C(Cl)Cl.O>[CH2:1]([N:8]([CH2:21][CH2:22][CH2:23][CH3:24])[C:9]([NH:11][C:12]1[CH:17]=[CH:16][CH:15]=[C:14]([Cl:18])[C:13]=1[OH:19])=[O:10])[C:2]1[CH:7]=[CH:6][CH:5]=[CH:4][CH:3]=1. The product is C(C1=CC=CC=C1)N(C(=O)NC1=C(C(=CC=C1)Cl)O)CCCC (1-benzyl1-(n-butyl)-3-(2-hydroxy-3-chlorophenyl)urea). Reported procedure: A solution of 1.73 g of 1-benzyl-1-(n-butyl)-3-(2-methoxy-3-chlorophenyl)urea and 1.0 ml of boron tribromide in 40 ml of methylene chloride was stirred at ambient temperature for 3 days and diluted with water. The organic layer was separated, dried, and evaporated. The residue was crystallized from hexane to yield 1-benzyl1-(n-butyl)-3-(2-hydroxy-3-chlorophenyl)urea, m.p. 59°-62° C. Starting materials: C(C(C)C)OC1=CC=CC2=C1C(=NO2)O (4-isobutoxy-1,2-benzisoxazol-3-ol), OCC1CCN(CC1)C(=O)OC(C)(C)C (tert-butyl 4-(hydroxymethyl)piperidine-1-carboxylate), OCCC1CCN(CC1)C(=O)OC(C)(C)C (tert-butyl 4-(2-hydroxyethyl)piperidine-1-carboxylate). Yields the product C(C(C)C)OC1=CC=CC2=C1C(=NO2)OCC2CCN(CC2)C(=O)OC(C)(C)C (tert-Butyl 4-{[(4-isobutoxy-1,2-benzisoxazol-3-yl)oxy]methyl}piperidine-1-carboxylate). RXN SMILES: [CH2:1]([O:5][C:6]1[C:11]2[C:12]([OH:15])=[N:13][O:14][C:10]=2[CH:9]=[CH:8][CH:7]=1)[CH:2]([CH3:4])[CH3:3].O[CH2:17][CH:18]1[CH2:23][CH2:22][N:21]([C:24]([O:26][C:27]([CH3:30])([CH3:29])[CH3:28])=[O:25])[CH2:20][CH2:19]1.OCCC1CCN(C(OC(C)(C)C)=O)CC1>>[CH2:1]([O:5][C:6]1[C:11]2[C:12]([O:15][CH2:17][CH:18]3[CH2:23][CH2:22][N:21]([C:24]([O:26][C:27]([CH3:28])([CH3:30])[CH3:29])=[O:25])[CH2:20][CH2:19]3)=[N:13][O:14][C:10]=2[CH:9]=[CH:8][CH:7]=1)[CH:2]([CH3:4])[CH3:3]. Reported procedure: The title compound was prepared according to the procedure described in Step 2 of EXAMPLE 7 using 4-isobutoxy-1,2-benzisoxazol-3-ol (EXAMPLE 8, Step 2) and tert-butyl 4-(hydroxymethyl)piperidine-1-carboxylate instead of 4-(benzyloxy)-1,2-benzisoxazol-3-ol and tert-butyl 4-(2-hydroxyethyl)piperidine-1-carboxylate. As a reaction SMILES: [CH3:1][CH:2]([S:4]([NH:7][CH:8]1[CH2:12][CH2:11][CH2:10][C:9]1=[O:13])(=[O:6])=[O:5])[CH3:3].[F:14][C:15]1[CH:20]=[CH:19][C:18]([Mg]Br)=[CH:17][CH:16]=1.[Cl-].[NH4+]>C1COCC1.O>[F:14][C:15]1[CH:20]=[CH:19][C:18]([C:9]2([OH:13])[CH2:10][CH2:11][CH2:12][CH:8]2[NH:7][S:4]([CH:2]([CH3:1])[CH3:3])(=[O:6])=[O:5])=[CH:17][CH:16]=1 |f:2.3|. Starting materials: FC1=CC=C(C=C1)[Mg]Br (4-fluorophenylmagnesium bromide), CC(C)S(=O)(=O)NC1C(CCC1)=O (2-{[(methylethyl)sulfonyl]amino}cyclopentan-1-one), [Cl-].[NH4+] (ammonium chloride). The solvent is C1CCOC1 (THF), O (water). Procedure details: Scheme IA, step D: Into a flame dried 100 mL 3 neck flask that was fitted with a thermometer and condenser, 2-{[(methylethyl)sulfonyl]amino}cyclopentan-1-one (1.10 g, 5.36 mmol) in THF (25 mL) was added dropwise to 4-fluorophenylmagnesium bromide (3 mL, 2M solution in diethyl ether) while stirring at room temperature under a nitrogen atmosphere and keeping the temperature above 25° C. After the addition was complete, the reaction was refluxed for 2 hours and then stirred overnight at room temper... Yields the product FC1=CC=C(C=C1)C1(C(CCC1)NS(=O)(=O)C(C)C)O ([2-(4-Fluorophenyl)-2-hydroxycyclopentyl][(methylethyl)sulfonyl]amine).